From a dataset of the Open Reaction Database (ORD), a public repository of structured organic reaction records. describe an organic reaction: reactants, conditions, products, and yield Reactants: CCl.NCCCCCC(=O)O (6-aminohexanoate methyl-monohydrochloride), C(C)(=O)N1[C@H](C[C@H](C2=CC(=CC=C12)C(=O)N)NC1=CC=C(C=C1)N1CCOCC1)C ((2S,4R)-1-acetyl-2-methyl-4-[(4-morpholinophenyl)amino]-1,2,3,4-tetrahydroquinoline-6-carboxamide), C(C)(C)N(C(C)C)CC (N,N-diisopropylethylamine), hexafluorophosphate(benzotriazol-1-yloxy)tripyrrolidinophos phonium, O (water). Solvent: ClCCl (dichloromethane). Reaction conditions: time 1 hour. Yields the product C(C)(=O)N1[C@H](C[C@H](C2=CC(=CC=C12)C(=O)NCCCCCC(=O)OC)NC1=CC=C(C=C1)N1CCOCC1)C (methyl 6-{(2S,4R)-1-acetyl-2-methyl-4-[(4-morpholinophenyl)amino]-1,2,3,4-tetrahydroquinoline-6-carboxamido}hexanoate). As a reaction SMILES: [C:1]([N:4]1[C:13]2[C:8](=[CH:9][C:10]([C:14]([NH2:16])=[O:15])=[CH:11][CH:12]=2)[C@H:7]([NH:17][C:18]2[CH:23]=[CH:22][C:21]([N:24]3[CH2:29][CH2:28][O:27][CH2:26][CH2:25]3)=[CH:20][CH:19]=2)[CH2:6][C@@H:5]1[CH3:30])(=[O:3])[CH3:2].[CH:31](N(CC)C(C)C)(C)C.CCl.N[CH2:43][CH2:44][CH2:45][CH2:46][CH2:47][C:48]([OH:50])=[O:49].O>ClCCl>[C:1]([N:4]1[C:13]2[C:8](=[CH:9][C:10]([C:14]([NH:16][CH2:43][CH2:44][CH2:45][CH2:46][CH2:47][C:48]([O:50][CH3:31])=[O:49])=[O:15])=[CH:11][CH:12]=2)[C@H:7]([NH:17][C:18]2[CH:19]=[CH:20][C:21]([N:24]3[CH2:25][CH2:26][O:27][CH2:28][CH2:29]3)=[CH:22][CH:23]=2)[CH2:6][C@@H:5]1[CH3:30])(=[O:3])[CH3:2] |f:2.3|. Reported procedure: 81.9 mg of (2S,4R)-1-acetyl-2-methyl-4-[(4-morpholinophenyl)amino]-1,2,3,4-tetrahydroquinoline-6-carboxamide was dissolved in 2 mL of dichloromethane, and 174.2 μL of N,N-diisopropylethylamine and 124.9 mg of hexafluorophosphate(benzotriazol-1-yloxy)tripyrrolidinophos phonium were added to the solution. The mixture was stirred for one hour at room temperature. Subsequently, 108.9 mg of 6-aminohexanoate methyl-monohydrochloride was added thereto, and the mixture was stirred for one hour at room t...